This data is from the Open Reaction Database (ORD), a public repository of structured organic reaction records. The task is: describe an organic reaction: reactants, conditions, products, and yield The reactants are Cl (HCl), [BH-](OC(=O)C)(OC(=O)C)OC(=O)C.[Na+] (Na(OAc)3BH), C=O (HCHO), 4-iodo-2-methoxynicotinic aldehyde, C(C)(C)(C)OC(=O)N1CC(C1)CN1C(C2=CC(=C(C=C2C1=O)N)[N+](=O)[O-])=O (3-(5-amino-6-nitro-1,3-dioxo-1,3-dihydro-isoindol-2-ylmethyl)-azetidine-1-carboxylic acid tert-butyl ester). Reagents/catalysts: [Pd] (Pd/C). The solvent is CC(C)O (2-propanol), O1CCOCC1 (dioxane), O (H2O), CO.C1CCOC1 (MeOH THF), CC(=O)O (HOAc), CO (MeOH), CC(=O)O (HOAc). Run at temperature 70 celsius, time 4 hour. The product is ClC1=C(C(NC=C1)=O)C=1NC2=CC=3C(N(C(C3C=C2N1)=O)CC1CN(C1)C)=O (2-(4-Chloro-2-oxo-1,2-dihydro-pyridin-3-yl)-6-(1-methyl-azetidin-3-ylmethyl)-1H-1,3,6-triaza-s-indacene-5,7-dione). Isolated yield 38.0%. RXN SMILES: C(O[C:6]([N:8]1[CH2:11][CH:10]([CH2:12][N:13]2[C:21](=[O:22])[C:20]3[C:15](=[CH:16][C:17]([N+:24]([O-])=O)=[C:18]([NH2:23])[CH:19]=3)[C:14]2=[O:27])[CH2:9]1)=O)(C)(C)C.[ClH:28].[CH2:29]=[O:30].[BH-](O[C:41]([CH3:43])=O)(OC(C)=O)OC(C)=O.[Na+]>O1CCOCC1.O.[Pd].CO.C1COCC1.CC(O)=O.CO.CC(O)C>[Cl:28][C:11]1[CH:10]=[CH:9][NH:8][C:29](=[O:30])[C:41]=1[C:43]1[NH:24][C:17]2[C:18]([N:23]=1)=[CH:19][C:20]1[C:21](=[O:22])[N:13]([CH2:12][CH:10]3[CH2:11][N:8]([CH3:6])[CH2:9]3)[C:14](=[O:27])[C:15]=1[CH:16]=2 |f:3.4,8.9|. Reported procedure: To a mixture of 3-(5-amino-6-nitro-1,3-dioxo-1,3-dihydro-isoindol-2-ylmethyl)-azetidine-1-carboxylic acid tert-butyl ester (830 mg, 2.2 mmol) and 10% Pd/C (85 mg) was added 2-propanol (10 mL), and then MeOH (90 mL). After it was stirred under atmospheric hydrogen for 4 h, the reaction mixture was filtered over Celite. The filtrate was mixed with 4-iodo-2-methoxynicotinic aldehyde (580 g, 2.2 mmol) and HOAc (5.0 mL), stirred at the room temperature for 18 h, and evaporated under reduced pressure ... The reactants are ClC=1C=C(C=C(C1)Cl)C(=CC(=O)C=1C=C2COC3(C2=CC1)CN(C3)C(=O)OC(C)(C)C)C(F)(F)F (tert-butyl 5′-(3-(3,5-dichlorophenyl)-4,4,4-trifluorobut-2-enoyl)-3′H-spiro[azetidine-3,1′-isobenzofuran]-1-carboxylate), [N+](=O)([O-])C (nitromethane), C1CCC2=NCCCN2CC1 (DBU). Run in C(C)#N (acetonitrile). Conditions: time 16 hour. Product: ClC=1C=C(C=C(C1)Cl)C(CC(=O)C=1C=C2COC3(C2=CC1)CN(C3)C(=O)OC(C)(C)C)(C(F)(F)F)C[N+](=O)[O-] (tert-butyl 5′-(3-(3,5-dichlorophenyl)-4,4,4-trifluoro-3-(nitromethyl)butanoyl)-3′H-spiro[azetidine-3,1′-isobenzofuran]-1-carboxylate). Yield: 91.6%. Reaction SMILES: [Cl:1][C:2]1[CH:3]=[C:4]([C:9]([C:32]([F:35])([F:34])[F:33])=[CH:10][C:11]([C:13]2[CH:14]=[C:15]3[C:19](=[CH:20][CH:21]=2)[C:18]2([CH2:24][N:23]([C:25]([O:27][C:28]([CH3:31])([CH3:30])[CH3:29])=[O:26])[CH2:22]2)[O:17][CH2:16]3)=[O:12])[CH:5]=[C:6]([Cl:8])[CH:7]=1.[N+:36]([CH3:39])([O-:38])=[O:37].C1CCN2C(=NCCC2)CC1>C(#N)C>[Cl:1][C:2]1[CH:3]=[C:4]([C:9]([CH2:39][N+:36]([O-:38])=[O:37])([C:32]([F:33])([F:35])[F:34])[CH2:10][C:11]([C:13]2[CH:14]=[C:15]3[C:19](=[CH:20][CH:21]=2)[C:18]2([CH2:22][N:23]([C:25]([O:27][C:28]([CH3:31])([CH3:30])[CH3:29])=[O:26])[CH2:24]2)[O:17][CH2:16]3)=[O:12])[CH:5]=[C:6]([Cl:8])[CH:7]=1. Procedure: To a stirred solution of tert-butyl 5′-(3-(3,5-dichlorophenyl)-4,4,4-trifluorobut-2-enoyl)-3′H-spiro[azetidine-3,1′-isobenzofuran]-1-carboxylate (Preparation 10, 1 g, 1.89 mmol) in acetonitrile (10 mL) was added nitromethane (1.013 mL, 18.93 mmol) and DBU (0.275 mL, 1.84 mmol) at room temperature. Resulting reaction mixture was stirred at room temperature for 16 hours. After consumption of starting material; reaction mixture was quenched with water (25 mL) and extracted with ethyl acetate (2×25 ... Starting materials: C1(CCCCC1)C(=O)Cl (Cyclohexanoyl chloride), NC1=NC=C(C=N1)[N+](=O)[O-] (2-amino-5-nitropyrimidine). Run in N1=CC=CC=C1 (pyridine), Cl (hydrochloric acid). Yields the product C1(CCCCC1)C(=O)NC1=NC=C(C=N1)[N+](=O)[O-] (2-(N-cyclohexanoyl)amino-5-nitropyrimidine). Yield: 64.4%. RXN SMILES: [CH:1]1([C:7](Cl)=[O:8])[CH2:6][CH2:5][CH2:4][CH2:3][CH2:2]1.[NH2:10][C:11]1[N:16]=[CH:15][C:14]([N+:17]([O-:19])=[O:18])=[CH:13][N:12]=1>N1C=CC=CC=1.Cl>[CH:1]1([C:7]([NH:10][C:11]2[N:16]=[CH:15][C:14]([N+:17]([O-:19])=[O:18])=[CH:13][N:12]=2)=[O:8])[CH2:6][CH2:5][CH2:4][CH2:3][CH2:2]1. Reported procedure: Cyclohexanoyl chloride (1.05 g, 7.14 mmol) was added dropwise to a stirred suspension of 2-amino-5-nitropyrimidine (1.0 g, 7.14 mmol) in pyridine (10 ml) and the reaction was heated at reflux for 4 hours under an inert atmosphere. The reaction mixture was cooled then stirred in 2N hydrochloric acid (100 ml) and extracted with ethyl acetate. Crystallisation from ethyl acetate/hexane, yielded 2-(N-cyclohexanoyl)amino-5-nitropyrimidine (1.15 g, 64% yield) as a beige solid: Reactants: ClCCl, O=C(O)C(F)(F)F, CC(C)(C)OC(=O)N1CCC(c2nc(-c3cccc(NS(=O)(=O)c4ccoc4)c3F)c(-c3ccnc(N)n3)s2)CC1. Product: Nc1nccc(-c2sc(C3CCNCC3)nc2-c2cccc(NS(=O)(=O)c3ccoc3)c2F)n1. As a reaction SMILES: [Cl:49][CH2:50][Cl:51].[F:42][C:43]([F:44])([F:45])[C:46]([OH:47])=[O:48].[NH2:1][c:2]1[n:3][cH:4][cH:5][c:6](-[c:8]2[c:9](-[c:26]3[c:27]([F:41])[c:28]([NH:32][S:33](=[O:34])(=[O:35])[c:36]4[cH:37][o:38][cH:39][cH:40]4)[cH:29][cH:30][cH:31]3)[n:10][c:11]([CH:13]3[CH2:14][CH2:15][N:16]([C:19]([O:20][C:21]([CH3:22])([CH3:23])[CH3:24])=[O:25])[CH2:17][CH2:18]3)[s:12]2)[n:7]1>>[NH2:1][c:2]1[n:3][cH:4][cH:5][c:6](-[c:8]2[c:9](-[c:26]3[c:27]([F:41])[c:28]([NH:32][S:33](=[O:34])(=[O:35])[c:36]4[cH:37][o:38][cH:39][cH:40]4)[cH:29][cH:30][cH:31]3)[n:10][c:11]([CH:13]3[CH2:14][CH2:15][NH:16][CH2:17][CH2:18]3)[s:12]2)[n:7]1.